This data is from the Open Reaction Database (ORD), a public repository of structured organic reaction records. The task is: describe an organic reaction: reactants, conditions, products, and yield The product is CCC(C)NC1N=CC=C(c2ccc(OC(F)F)cc2Cl)C1[N+](=O)[O-]. Starting materials: CC#N, CCC(C)N, CCN(C(C)C)C(C)C, O=[N+]([O-])C1C(c2ccc(OC(F)F)cc2Cl)=CC=NC1Cl. Reaction SMILES: [CH3:36][C:37]#[N:38].[CH:22]([CH3:23])([CH2:24][CH3:25])[NH2:26].[CH:27]([N:28]([CH2:29][CH3:30])[CH:31]([CH3:32])[CH3:33])([CH3:34])[CH3:35].[Cl:1][CH:2]1[N:3]=[CH:4][CH:5]=[C:6]([c:11]2[c:12]([Cl:21])[cH:13][c:14]([O:17][CH:18]([F:19])[F:20])[cH:15][cH:16]2)[CH:7]1[N+:8](=[O:9])[O-:10]>>[CH:2]1([NH:26][CH:22]([CH3:23])[CH2:24][CH3:25])[N:3]=[CH:4][CH:5]=[C:6]([c:11]2[c:12]([Cl:21])[cH:13][c:14]([O:17][CH:18]([F:19])[F:20])[cH:15][cH:16]2)[CH:7]1[N+:8](=[O:9])[O-:10].